describe an organic reaction: reactants, conditions, products, and yield From a dataset of the Open Reaction Database (ORD), a public repository of structured organic reaction records. The reactants are CO, O=C1CN(CC2CO2)C(=O)N1, c1ccc(CNCC2COc3cccnc3O2)cc1. Yields the product O=C1CN(CC(O)CN(Cc2ccccc2)CC2COc3cccnc3O2)C(=O)N1. As a reaction SMILES: [CH3:31][OH:32].[O:20]1[CH:21]([CH2:23][N:24]2[C:25](=[O:30])[NH:26][C:27](=[O:29])[CH2:28]2)[CH2:22]1.[c:1]1([CH2:7][NH:8][CH2:9][CH:10]2[CH2:11][O:12][c:13]3[c:14]([n:15][cH:16][cH:17][cH:18]3)[O:19]2)[cH:2][cH:3][cH:4][cH:5][cH:6]1>>[c:1]1([CH2:7][N:8]([CH2:9][CH:10]2[CH2:11][O:12][c:13]3[c:14]([n:15][cH:16][cH:17][cH:18]3)[O:19]2)[CH2:22][CH:21]([OH:20])[CH2:23][N:24]2[C:25](=[O:30])[NH:26][C:27](=[O:29])[CH2:28]2)[cH:2][cH:3][cH:4][cH:5][cH:6]1. Starting materials: OC(C)C1=CC=CC2=C1C(=C(O2)C(=O)OCC)C (ethyl 4-(1-hydroxyethyl)-3-methyl-1-benzofuran-2-carboxylate), IC (iodomethane). Yields the product COC(C)C1=CC=CC2=C1C(=C(O2)C(=O)OCC)C (ethyl 4-(1-methoxyethyl)-3-methyl-1-benzofuran-2-carboxylate). The yield is 100.0%. As a reaction SMILES: [OH:1][CH:2]([C:4]1[C:9]2[C:10]([CH3:18])=[C:11]([C:13]([O:15][CH2:16][CH3:17])=[O:14])[O:12][C:8]=2[CH:7]=[CH:6][CH:5]=1)[CH3:3].I[CH3:20]>>[CH3:20][O:1][CH:2]([C:4]1[C:9]2[C:10]([CH3:18])=[C:11]([C:13]([O:15][CH2:16][CH3:17])=[O:14])[O:12][C:8]=2[CH:7]=[CH:6][CH:5]=1)[CH3:3]. Procedure: According to the procedure of (Example 100, Step 1), 0.21 g of ethyl 4-(1-hydroxyethyl)-3-methyl-1-benzofuran-2-carboxylate after heating with iodomethane for 8 days provided 0.22 g of ethyl 4-(1-methoxyethyl)-3-methyl-1-benzofuran-2-carboxylate. Yield: ˜100% m.p. 67-69° C.; MS: 263.2 (M+H)+.